Dataset: the Open Reaction Database (ORD), a public repository of structured organic reaction records. Task: describe an organic reaction: reactants, conditions, products, and yield Reaction conditions: temperature 120 celsius, time 1 hour. RXN SMILES: [CH2:1]([O:5][C:6]([C:8]1[C:9]([OH:19])=[C:10]2[C:17]([CH3:18])=[N:16][S:15][C:11]2=[C:12](Br)[N:13]=1)=[O:7])[CH2:2][CH2:3][CH3:4].[CH3:20][Sn](C)(C)C>CN(C=O)C.Cl[Pd](Cl)([P](C1C=CC=CC=1)(C1C=CC=CC=1)C1C=CC=CC=1)[P](C1C=CC=CC=1)(C1C=CC=CC=1)C1C=CC=CC=1>[CH2:1]([O:5][C:6]([C:8]1[C:9]([OH:19])=[C:10]2[C:17]([CH3:18])=[N:16][S:15][C:11]2=[C:12]([CH3:20])[N:13]=1)=[O:7])[CH2:2][CH2:3][CH3:4] |^1:32,51|. Solvent: CN(C)C=O (DMF). The reactants are C(CCC)OC(=O)C=1C(=C2C(=C(N1)Br)SN=C2C)O (7-bromo-4-hydroxy-3-methyl-isothiazolo[5,4-c]pyridine-5-carboxylic acid butyl ester), C[Sn](C)(C)C (tetramethyltin). The reagents and catalysts are Cl[Pd]([P](C1=CC=CC=C1)(C2=CC=CC=C2)C3=CC=CC=C3)([P](C4=CC=CC=C4)(C5=CC=CC=C5)C6=CC=CC=C6)Cl (PdCl2(PPh3)2). Procedure details: To a solution of 7-bromo-4-hydroxy-3-methyl-isothiazolo[5,4-c]pyridine-5-carboxylic acid butyl ester (0.338 mmol) in DMF (2.05 mL) was added tetramethyltin (0.67 mmol) and PdCl2(PPh3)2 (0.0338 mmol). The reaction mixture was stirred at 120° C. for 1 h. After cooling to r.t., the mixture was partitioned between water (100 mL) and EtOAc (100 mL). The organic layer was washed with brine and water, then dried over MgSO4 and concentrated in vacuo. The residue was purified by flash column chromatograp... Yield: 40.2%. Yields the product C(CCC)OC(=O)C=1C(=C2C(=C(N1)C)SN=C2C)O (4-Hydroxy-3,7-dimethyl-isothiazolo[5,4-c]pyridine-5-carboxylic acid butyl ester). Starting materials: C(C)(C)(C)OC(C1=C(C=C(C=C1)N(CC)CC1=C(C=CC=C1)OCC1=CC=CC=C1)F)=O (tert-Butyl-4-[N-(2-benzyloxybenzyl)-N-ethylamino]-2-fluorobenzoate), C(C)OCC (diethyl ether). Solvent: C(=O)O (formic acid). Yields the product C(C1=CC=CC=C1)OC1=C(CN(CC)C2=CC(=C(C(=O)O)C=C2)F)C=CC=C1 (4-[N-(2-benzyloxybenzyl)-N-ethylamino]-2-fluorobenzoic acid). Reaction SMILES: C([O:5][C:6](=[O:32])[C:7]1[CH:12]=[CH:11][C:10]([N:13]([CH2:16][C:17]2[CH:22]=[CH:21][CH:20]=[CH:19][C:18]=2[O:23][CH2:24][C:25]2[CH:30]=[CH:29][CH:28]=[CH:27][CH:26]=2)[CH2:14][CH3:15])=[CH:9][C:8]=1[F:31])(C)(C)C.C(OCC)C>C(O)=O>[CH2:24]([O:23][C:18]1[CH:19]=[CH:20][CH:21]=[CH:22][C:17]=1[CH2:16][N:13]([C:10]1[CH:11]=[CH:12][C:7]([C:6]([OH:32])=[O:5])=[C:8]([F:31])[CH:9]=1)[CH2:14][CH3:15])[C:25]1[CH:26]=[CH:27][CH:28]=[CH:29][CH:30]=1. Reported procedure: tert-Butyl-4-[N-(2-benzyloxybenzyl)-N-ethylamino]-2-fluorobenzoate (1.81 g) in formic acid (5 mL) was heated on a steam bath until a clear solution was obtained. The reaction mixture was evaporated to dryness and the oil obtained solidified on trituration with diethyl ether to give 4-[N-(2-benzyloxybenzyl)-N-ethylamino]-2-fluorobenzoic acid, yield 0.51 g, mp 154° C. Reactants: [Al+3], COC(=O)c1cn(Cc2ccc(OCc3nc(-c4ccccc4)oc3C)nc2)cc1-c1ccccc1, [H-], [H-], [H-], [H-], [Li+], [Na+], [Na+], C1CCOC1, O, O, O, O, O, O, O, O, O, O, O=S(=O)([O-])[O-]. Yields the product Cc1oc(-c2ccccc2)nc1COc1ccc(Cn2cc(CO)c(-c3ccccc3)c2)cn1. As a reaction SMILES: [Al+3:2].[CH3:7][c:8]1[c:9]([CH2:19][O:20][c:21]2[cH:22][cH:23][c:24]([CH2:27][n:28]3[cH:29][c:30]([C:39](=[O:40])[O:41][CH3:42])[c:31](-[c:33]4[cH:34][cH:35][cH:36][cH:37][cH:38]4)[cH:32]3)[cH:25][n:26]2)[n:10][c:11](-[c:13]2[cH:14][cH:15][cH:16][cH:17][cH:18]2)[o:12]1.[H-:1].[H-:4].[H-:5].[H-:6].[Li+:3].[Na+:58].[Na+:59].[O:60]1[CH2:61][CH2:62][CH2:63][CH2:64]1.[OH2:43].[OH2:44].[OH2:45].[OH2:46].[OH2:47].[OH2:48].[OH2:49].[OH2:50].[OH2:51].[OH2:52].[S:53]([O-:54])([O-:55])(=[O:56])=[O:57]>>[CH3:7][c:8]1[c:9]([CH2:19][O:20][c:21]2[cH:22][cH:23][c:24]([CH2:27][n:28]3[cH:29][c:30]([CH2:39][OH:40])[c:31](-[c:33]4[cH:34][cH:35][cH:36][cH:37][cH:38]4)[cH:32]3)[cH:25][n:26]2)[n:10][c:11](-[c:13]2[cH:14][cH:15][cH:16][cH:17][cH:18]2)[o:12]1. Starting materials: CN1CCNCCC1 (1-Methylhomopiperazine), CCN(C(C)C)C(C)C (DIPEA), BrCCO (2-bromethanol). The solvent is CN(C)C=O (DMF). Yields the product CN1CCN(CCC1)CCO (2-(4-methylhomopiperazin-1-yl)ethanol). Reaction conditions: temperature 100 celsius, time 2 hour. Isolated yield 100.0%. Reaction SMILES: [CH3:1][N:2]1[CH2:8][CH2:7][CH2:6][NH:5][CH2:4][CH2:3]1.CCN(C(C)C)C(C)C.Br[CH2:19][CH2:20][OH:21]>CN(C=O)C>[CH3:1][N:2]1[CH2:8][CH2:7][CH2:6][N:5]([CH2:19][CH2:20][OH:21])[CH2:4][CH2:3]1. Procedure: 1-Methylhomopiperazine (2.00 g, 17.5 mmol) and DIPEA (3.0 mL, 18.4 mmol) were dissolved in DMF (25 mL). 2-bromethanol (1.3 mL, 18.4 mmol) was added slowly over 5 minutes. The reaction mixture was stirred at 100° C. for 2 hours and then at room temperature for 48 hours and then concentrated in vacuo. The residue was dissolved in EtOAc (−300 mL) and then washed sequentially with 1M aq Na2CO3 solution (5×200 mL), dried (MgSO4) and concentrated in vacuo to give 2-(4-methylhomopiperazin-1-yl)ethanol ... Starting materials: COC1=C(C=CC(=C1)[N+](=O)[O-])C1=C(N=C(S1)C)C (5-(2-methoxy-4-nitro-phenyl)-2,4-dimethyl-thiazole), stannous chloride. Run in C(C)O (ethanol). Yields the product CC=1SC(=C(N1)C)C1=C(C=C(C=C1)N)OC (4-(2,4-Dimethyl-thiazol-5-yl)-3-methoxy-phenylamine). Yield: 75.0%. RXN SMILES: [CH3:1][O:2][C:3]1[CH:8]=[C:7]([N+:9]([O-])=O)[CH:6]=[CH:5][C:4]=1[C:12]1[S:16][C:15]([CH3:17])=[N:14][C:13]=1[CH3:18]>C(O)C>[CH3:17][C:15]1[S:16][C:12]([C:4]2[CH:5]=[CH:6][C:7]([NH2:9])=[CH:8][C:3]=2[O:2][CH3:1])=[C:13]([CH3:18])[N:14]=1. Procedure: A suspension of 5-(2-methoxy-4-nitro-phenyl)-2,4-dimethyl-thiazole (415 mg, 1.57 mmol) and anhydrous stannous chloride (1.52 g, 7.85 mmol) in ethanol (25 mL) was stirred at reflux for 3 hours. The yellow solution was evaporated and the residue dissolved in ethyl acetate. This solution was washed with 1N aqueous sodium hydroxide solution, twice with water, with brine, dried with magnesium sulfate and the solvent was evaporated to dryness. Column chromatography (50 g silica, heptane/ethyl acetate ... Starting materials: CC(C)[C@@H]1N(C(OC1)=[Se])C(C(C(C=CC)O)OCC1=CC=CC=C1)=O ((4S)-4-(1-methylethyl)-3-[3-hydroxyl-2-(phenylmethoxy)-1-oxo-4-hexen-1-yl]-2-oxazolidineselone), [K+].[Br-] (KBr). Product: CC(C)[C@@H]1N(C(OC1)=[Se])C(C(C(CCC)O)OCC1=CC=CC=C1)=O ((4S)-4-(1-methylethyl)-3-[3-hydroxyl-2-(phenylmethoxy)-1-oxohexyl]-2-oxazolidineselone). RXN SMILES: [CH3:1][CH:2]([C@H:4]1[CH2:8][O:7][C:6](=[Se:9])[N:5]1[C:10](=[O:25])[CH:11]([O:17][CH2:18][C:19]1[CH:24]=[CH:23][CH:22]=[CH:21][CH:20]=1)[CH:12]([OH:16])[CH:13]=[CH:14][CH3:15])[CH3:3].[K+].[Br-]>>[CH3:1][CH:2]([C@H:4]1[CH2:8][O:7][C:6](=[Se:9])[N:5]1[C:10](=[O:25])[CH:11]([O:17][CH2:18][C:19]1[CH:20]=[CH:21][CH:22]=[CH:23][CH:24]=1)[CH:12]([OH:16])[CH2:13][CH2:14][CH3:15])[CH3:3] |f:1.2|. Procedure: (4S)-4-(1-methylethyl)-3-[3-hydroxyl-2-(phenylmethoxy)-1-oxo-4-hexen-1-yl]-2-oxazolidineselone, Yield: 85.0%. IR (KBr, cm−1) 3600, 3027.8, 2964.8, 2859.7, 1725.4, 1480.3, 1398.3, 1277.3, 1200.3, 1144.2, 1018.2, 829.1, 752.1, 703.1, 584.1; 1H NMR δ 7.40 (m, 4H), 6.63 (d, 1H, J=3.6 Hz), 5.80 (m, 2H), 4.71 (m, 4H), 4.40 (m, 2H), 2.58 (d, 1H, J=7.8 Hz), 2.27 (dhep, 1H, J=7.0 Hz, J=3.7 Hz), 1.75 (d, 3H, J=6.0 Hz), 0.94 (d, 3H, J=7.0 Hz), 0.88 (d, 3H, J=6.9 Hz); 13C NMR δ 188.92, 171.67, 136.98, 129.3... Starting materials: [C-]#N.[Na+] (sodium cyanide), O (water), BrCC1=CC=C(C=C1)C(C(C)(C)C)=O (α-bromo-4-pivaloyl toluene). Solvent: C(C)O (ethanol). Run at temperature 50 celsius. The product is C(C(C)(C)C)(=O)C1=CC=C(C=C1)CC#N (4-pivaloylphenyl acetonitrile). Reaction SMILES: [C-:1]#[N:2].[Na+].O.Br[CH2:6][C:7]1[CH:12]=[CH:11][C:10]([C:13](=[O:18])[C:14]([CH3:17])([CH3:16])[CH3:15])=[CH:9][CH:8]=1>C(O)C>[C:13]([C:10]1[CH:11]=[CH:12][C:7]([CH2:6][C:1]#[N:2])=[CH:8][CH:9]=1)(=[O:18])[C:14]([CH3:17])([CH3:16])[CH3:15] |f:0.1|. Procedure details: A solution of 34.3 g. (0.700 mole) sodium cyanide in 40 ml. of water is warmed to 50°C. and a solution of α-bromo-4-pivaloyl toluene in 85 ml. ethanol is then added dropwise at such a rate as to maintain the temperature at 50°C. After the addition is complete, the mixture is refluxed for four hours. The excess ethanol is removed in vacuo and the resulting residue is treated with ether/water. The layers are separated and the ether is washed with cold 50% sulfuric acid, water and sodium bicarbonat... Starting materials: CC(CCOC=1C=CC(=C(C1)S/C(/C(=O)O)=C\C(=O)O)CCC)C ([5-(3-methylbutoxy)-2-propylphenylthio] fumaric acid), ClS(=O)(=O)O (chlorosulphonic acid). Conditions: time 10 minute. The product is CC(CCOC1=C2C(C=C(SC2=C(C=C1)CCC)C(=O)O)=O)C (5-(3-Methylbutoxy)-8-propyl-1-thiachromone-2-carboxylic acid), ( d ). RXN SMILES: [CH3:1][CH:2]([CH3:24])[CH2:3][CH2:4][O:5][C:6]1[CH:7]=[CH:8][C:9]([CH2:21][CH2:22][CH3:23])=[C:10]([S:12]/[C:13](=[CH:17]\[C:18]([OH:20])=O)/[C:14]([OH:16])=[O:15])[CH:11]=1.ClS(O)(=O)=O>>[CH3:24][CH:2]([CH3:1])[CH2:3][CH2:4][O:5][C:6]1[CH:7]=[CH:8][C:9]([CH2:21][CH2:22][CH3:23])=[C:10]2[C:11]=1[C:18](=[O:20])[CH:17]=[C:13]([C:14]([OH:16])=[O:15])[S:12]2. Procedure details: 65 Parts of [5-(3-methylbutoxy)-2-propylphenylthio] fumaric acid was added portionwise to 240 parts of chlorosulphonic acid over a period of 20 minutes with stirring. The dark, orange solution was allowed to stand for 10 minutes before pouring cautiously into 2000 parts of ice. The resulting solid precipitate was allowed to settle under the gravity. The solid was filtered off, washed with water and sucked dry. At this point the material, became oily and it was extracted into ethyl acetate. The l... Reactants: FC(C=1C=C(CBr)C=C(C1)C(F)(F)F)(F)F (3.5-bis(trifluormethyl)-benzylbromide), ClC1=C(C=CC=C1)C1=CN=C(C=C1C(=O)NC)N1CCN(CC1)C (5-(2-chloro-phenyl)-N-methyl-2-(4-methyl-piperazin-1-yl)-isonicotinamide), C[Si]([N-][Si](C)(C)C)(C)C.[K+] (potassium hexamethyldisilazide). Solvent: O1CCCC1 (tetrahydrofuran), O1CCCC1 (tetrahydrofuran). Reaction conditions: time 0.5 hour. The product is FC(C=1C=C(CN(C(C2=CC(=NC=C2C2=C(C=CC=C2)Cl)N2CCN(CC2)C)=O)C)C=C(C1)C(F)(F)F)(F)F (N-(3,5-Bis-trifluoromethyl-benzyl)-5-(2-chloro-phenyl)-N-methyl-2-(4-methyl-piperazin-1-yl)-isonicotinamide). Isolated yield 92.0%. Reaction SMILES: [Cl:1][C:2]1[CH:7]=[CH:6][CH:5]=[CH:4][C:3]=1[C:8]1[C:13]([C:14]([NH:16][CH3:17])=[O:15])=[CH:12][C:11]([N:18]2[CH2:23][CH2:22][N:21]([CH3:24])[CH2:20][CH2:19]2)=[N:10][CH:9]=1.C[Si](C)(C)[N-][Si](C)(C)C.[K+].[F:35][C:36]([F:50])([F:49])[C:37]1[CH:38]=[C:39]([CH:42]=[C:43]([C:45]([F:48])([F:47])[F:46])[CH:44]=1)[CH2:40]Br>O1CCCC1>[F:35][C:36]([F:50])([F:49])[C:37]1[CH:38]=[C:39]([CH:42]=[C:43]([C:45]([F:48])([F:47])[F:46])[CH:44]=1)[CH2:40][N:16]([CH3:17])[C:14](=[O:15])[C:13]1[C:8]([C:3]2[CH:4]=[CH:5][CH:6]=[CH:7][C:2]=2[Cl:1])=[CH:9][N:10]=[C:11]([N:18]2[CH2:19][CH2:20][N:21]([CH3:24])[CH2:22][CH2:23]2)[CH:12]=1 |f:1.2|. Reported procedure: To a solution of 0.074 g (0.21 mmol) 5-(2-chloro-phenyl)-N-methyl-2-(4-methyl-piperazin-1-yl)-isonicotinamide in 5 ml tetrahydrofuran at −10° C. were added dropwise 0.29 ml (0.29 mmol) of 1 M potassium hexamethyldisilazide solution in tetrahydrofuran. Stirring was continued for ½ h at −10° C. At this temperature 0.42 ml 3.5-bis(trifluormethyl)-benzylbromide were added. The reaction was quenched with water after 10 min and the mixture was extracted with three 15 ml portions of ethyl acetate. The ... Reactants: [H-].[K+] (potassium hydride), BrC=1C=C2C=CNC2=CC1 (5-bromoindole), C(C)(C)(C)[Li] (t-butyl lithium), BrC1=C(C=CC(=C1)C(C)C)N(CC)C1=NC(=CC(=N1)C(=O)OC)C (methyl 2-(N-(2-bromo-4-(1-methylethyl)-phenyl)-N-ethylamino)-6-methyl-4-pyrimidinecarboxylate). Solvent: CCOCC (ether), CCOCC (ether), CCOCC (ether), hexanes, C(C)(=O)OCC (ethyl acetate). Run at temperature 0 celsius, time 30 minute. Product: BrC1=C(C=CC(=C1)C(C)C)N(C1=NC(=CC(=N1)C(=O)C=1C=C2C=CNC2=CC1)C)CC (N-(2-bromo-4-(1-methylethyl)phenyl)-N-ethyl-4-(5-indolylcarbonyl)-6-methylpyrimidinamine). Yield: 24.0%. RXN SMILES: [H-].[K+].Br[C:4]1[CH:5]=[C:6]2[C:10](=[CH:11][CH:12]=1)[NH:9][CH:8]=[CH:7]2.C([Li])(C)(C)C.[Br:18][C:19]1[CH:24]=[C:23]([CH:25]([CH3:27])[CH3:26])[CH:22]=[CH:21][C:20]=1[N:28]([C:31]1[N:36]=[C:35]([C:37](OC)=[O:38])[CH:34]=[C:33]([CH3:41])[N:32]=1)[CH2:29][CH3:30]>CCOCC.C(OCC)(=O)C>[Br:18][C:19]1[CH:24]=[C:23]([CH:25]([CH3:26])[CH3:27])[CH:22]=[CH:21][C:20]=1[N:28]([CH2:29][CH3:30])[C:31]1[N:36]=[C:35]([C:37]([C:4]2[CH:5]=[C:6]3[C:10](=[CH:11][CH:12]=2)[NH:9][CH:8]=[CH:7]3)=[O:38])[CH:34]=[C:33]([CH3:41])[N:32]=1 |f:0.1|. Procedure: To a suspension of potassium hydride (35% in oil, 0.16 g, 1.4 mmol), washed with hexanes and decanted twice, in anhydrous ether (5 mL), cooled to 0° C. under a nitrogen atmosphere was added a solution of 5-bromoindole (0.27 g, 1.4 mmol) in anhydrous ether. After being stirred for 30 min., the reaction mixture was cooled to −78° C. and transferred via cannula to a pre-cooled (−78° C.) mixture of t-butyl lithium (1.7 M in pentane, 1.6 mL, 2.7 mmol) in dry ether (5 mL). The resulting white suspensi...